This data is from the Open Reaction Database (ORD), a public repository of structured organic reaction records. The task is: describe an organic reaction: reactants, conditions, products, and yield Starting materials: CNCCC(C1=CC=CC=C1)OC1=C(C=CC=C1)C ((+-)-N-methyl-3-(2-methylphenoxy)-3-phenylpropylamine), C([C@@H](O)C1=CC=CC=C1)(=O)O (L-(+)-mandelic acid). Solvent: C(C)OCC (diethyl ether), C(C)OCC (diethyl ether), C=1(C(=CC=CC1)C)C (xylene). Reaction conditions: time 8 hour. Yields the product C(C(O)C1=CC=CC=C1)(=O)O.CNCCC(C1=CC=CC=C1)OC1=C(C=CC=C1)C ((-)-N-methyl-3-(2-methylphenoxy)-3-phenylpropylamine mandelic acid). Yield: 57.5%. RXN SMILES: [CH3:1][NH:2][CH2:3][CH2:4][CH:5]([O:12][C:13]1[CH:18]=[CH:17][CH:16]=[CH:15][C:14]=1[CH3:19])[C:6]1[CH:11]=[CH:10][CH:9]=[CH:8][CH:7]=1.[C:20]([OH:30])(=[O:29])[C@H:21]([C:23]1[CH:28]=[CH:27][CH:26]=[CH:25][CH:24]=1)[OH:22]>C(OCC)C.C1(C)C(C)=CC=CC=1>[C:20]([OH:30])(=[O:29])[CH:21]([C:23]1[CH:28]=[CH:27][CH:26]=[CH:25][CH:24]=1)[OH:22].[CH3:1][NH:2][CH2:3][CH2:4][CH:5]([O:12][C:13]1[CH:18]=[CH:17][CH:16]=[CH:15][C:14]=1[CH3:19])[C:6]1[CH:11]=[CH:10][CH:9]=[CH:8][CH:7]=1 |f:4.5|. Procedure: To a solution of 33.69 g (0.132 mol) of (+-)-N-methyl-3-(2-methylphenoxy)-3-phenylpropylamine dissolved in 50 ml of diethyl ether was added a solution of 9.89 g (0.067 mol) of L-(+)-mandelic acid in 20 ml of warm xylene. The resulting mixture was refluxed gently for about 5 minutes and an additional 30 ml of diethyl ether was added thereto. The mixture was stirred at room temperature overnight and the resulting slurry was chilled in an ice bath. The mixture was filtered and the resulting solid w... Reactants: O=C([O-])[O-], COC(=O)c1cc2ccc(F)cc2c(OC(C)=O)c1C, CO, CC(C)=O, [K+], [K+], O. As a reaction SMILES: [C:1](=[O:2])([O-:3])[O-:4].[CH3:12][O:13][C:14](=[O:15])[c:16]1[cH:17][c:18]2[cH:19][cH:20][c:21]([F:31])[cH:22][c:23]2[c:24]([O:27][C:28](=[O:29])[CH3:30])[c:25]1[CH3:26].[CH3:32][OH:33].[CH3:8][C:9](=[O:10])[CH3:11].[K+:5].[K+:6].[OH2:7]>>[CH3:12][O:13][C:14](=[O:15])[c:16]1[cH:17][c:18]2[cH:19][cH:20][c:21]([F:31])[cH:22][c:23]2[c:24]([OH:27])[c:25]1[CH3:26]. Product: COC(=O)c1cc2ccc(F)cc2c(O)c1C. The reactants are CC(C)(C)OC(=O)CC(O)CCc1ccc(I)cc1, Cc1ccccc1. The product is O=C(O)CC(O)CCc1ccc(I)cc1. RXN SMILES: [C:1]([CH3:2])([CH3:3])([CH3:4])[O:5][C:6]([CH2:7][CH:8]([CH2:9][CH2:10][c:11]1[cH:12][cH:13][c:14]([I:17])[cH:15][cH:16]1)[OH:18])=[O:19].[CH3:20][c:21]1[cH:22][cH:23][cH:24][cH:25][cH:26]1>>[O:5]=[C:6]([CH2:7][CH:8]([CH2:9][CH2:10][c:11]1[cH:12][cH:13][c:14]([I:17])[cH:15][cH:16]1)[OH:18])[OH:19]. Reported procedure: The title compound was prepared according to the method described for Preparation 146 using 2-methyl-1H-imidazole and tert-butyl 4-((tosyloxy)methyl)piperidine-1-carboxylate. Reaction SMILES: [CH3:1][C:2]1[NH:3][CH:4]=[CH:5][N:6]=1.S(O[CH2:18][CH:19]1[CH2:24][CH2:23][N:22]([C:25]([O:27][C:28]([CH3:31])([CH3:30])[CH3:29])=[O:26])[CH2:21][CH2:20]1)(C1C=CC(C)=CC=1)(=O)=O>>[CH3:1][C:2]1[N:3]([CH2:18][CH:19]2[CH2:24][CH2:23][N:22]([C:25]([O:27][C:28]([CH3:29])([CH3:31])[CH3:30])=[O:26])[CH2:21][CH2:20]2)[CH:4]=[CH:5][N:6]=1. Reactants: CC=1NC=CN1 (2-methyl-1H-imidazole), S(=O)(=O)(C1=CC=C(C)C=C1)OCC1CCN(CC1)C(=O)OC(C)(C)C (tert-butyl 4-((tosyloxy)methyl)piperidine-1-carboxylate). Product: CC=1N(C=CN1)CC1CCN(CC1)C(=O)OC(C)(C)C (tert-Butyl 4-((2-methyl-1H-imidazol-1-yl)methyl)piperidine-1-carboxylate). Reactants: CO, [Cl-], Cl, CC(=O)Nc1ccc(Oc2ccccc2)cc1[N+](=O)[O-], [NH4+], [Na+], [OH-]. The product is Nc1ccc(Oc2ccccc2)cc1[N+](=O)[O-]. RXN SMILES: [CH3:26][OH:27].[Cl-:24].[ClH:23].[N+:1](=[O:2])([O-:3])[c:4]1[c:5]([NH:17][C:18](=[O:19])[CH3:20])[cH:6][cH:7][c:8]([O:10][c:11]2[cH:12][cH:13][cH:14][cH:15][cH:16]2)[cH:9]1.[NH4+:25].[Na+:22].[OH-:21]>>[N+:1](=[O:2])([O-:3])[c:4]1[c:5]([NH2:17])[cH:6][cH:7][c:8]([O:10][c:11]2[cH:12][cH:13][cH:14][cH:15][cH:16]2)[cH:9]1. The reactants are L-pyroglutamyl-L-histidyl-L-tryptophanyl hydrazide, Cl.COC([C@@H](NC(CNC([C@@H](NC([C@@H](N)CO)=O)CC1=CC=C(C=C1)O)=O)=O)CC(C)C)=O (L-seryl-L-tyrosylglycyl-L-leucine methyl ester hydrochloride), N1[C@@H](CCC1=O)C(=O)N[C@@H](CC1=CNC=N1)C(=O)N[C@@H](CC1=CNC2=CC=CC=C12)C(=O)N=[N+]=[N-] (L-pyroglutamyl-L-histidyl-L-tryptophanyl azide), Cl (hydrogen chloride), N(=O)OCCC(C)C (isoamyl nitrite). Solvent: CN(C=O)C (N,N-dimethylformamide), C(C)N(CC)CC (triethylamine), O1CCCC1 (tetrahydrofuran). Run at temperature -20 celsius, time 30 minute. Product: COC([C@@H](NC(CNC([C@@H](NC([C@@H](NC([C@@H](NC([C@@H](NC([C@H]1NC(CC1)=O)=O)CC1=CNC=N1)=O)CC1=CNC2=CC=CC=C12)=O)CO)=O)CC1=CC=C(C=C1)O)=O)=O)CC(C)C)=O (L-pyroglutamyl-L-histidyl-L-tryptophanyl-L-seryl-L-tyrosylglycyl-L-leucine methyl ester). Reaction SMILES: Cl.N(OCCC(C)C)=O.[NH:10]1[C:14](=[O:15])[CH2:13][CH2:12][C@H:11]1[C:16]([NH:18][C@H:19]([C:26]([NH:28][C@H:29]([C:40]([N:42]=[N+]=[N-])=[O:41])[CH2:30][C:31]1[C:39]2[C:34](=[CH:35][CH:36]=[CH:37][CH:38]=2)[NH:33][CH:32]=1)=[O:27])[CH2:20][C:21]1[N:25]=[CH:24][NH:23][CH:22]=1)=[O:17].Cl.[CH3:46][O:47][C:48](=[O:77])[C@H:49]([CH2:73][CH:74]([CH3:76])[CH3:75])[NH:50][C:51](=[O:72])[CH2:52][NH:53][C:54](=[O:71])[C@H:55]([CH2:63][C:64]1[CH:69]=[CH:68][C:67]([OH:70])=[CH:66][CH:65]=1)[NH:56][C:57](=[O:62])[C@H:58]([CH2:60][OH:61])N>O1CCCC1.C(N(CC)CC)C.CN(C)C=O>[CH3:46][O:47][C:48](=[O:77])[C@H:49]([CH2:73][CH:74]([CH3:75])[CH3:76])[NH:50][C:51](=[O:72])[CH2:52][NH:53][C:54](=[O:71])[C@H:55]([CH2:63][C:64]1[CH:69]=[CH:68][C:67]([OH:70])=[CH:66][CH:65]=1)[NH:56][C:57](=[O:62])[C@H:58]([CH2:60][OH:61])[NH:42][C:40](=[O:41])[C@H:29]([CH2:30][C:31]1[C:39]2[C:34](=[CH:35][CH:36]=[CH:37][CH:38]=2)[NH:33][CH:32]=1)[NH:28][C:26](=[O:27])[C@H:19]([CH2:20][C:21]1[N:25]=[CH:24][NH:23][CH:22]=1)[NH:18][C:16](=[O:17])[C@@H:11]1[CH2:12][CH2:13][C:14](=[O:15])[NH:10]1 |f:3.4|. Procedure: To a suspension of 7.0 g. of L-pyroglutamyl-L-histidyl-L-tryptophanyl hydrazide (prepared as described in Example 1(b) above) in 180 ml. of N,N-dimethylformamide, cooled to -15° C., is added dropwise 36.5 ml. of 2.51 N hydrogen chloride in tetrahydrofuran. The mixture is cooled to -20° C., 3.04 ml. of isoamyl nitrite is added, and the resulting mixture is stirred at -20° C. for 30 minutes. The mixture, which contains L-pyroglutamyl-L-histidyl-L-tryptophanyl azide, is next cooled to -30° C., and ...